This data is from the Open Reaction Database (ORD), a public repository of structured organic reaction records. The task is: describe an organic reaction: reactants, conditions, products, and yield Starting materials: C(C)(C)N(CC)C(C)C (diisopropylethylamine), C1(=CC=CC=C1)P(=O)(C1=CC=CC=C1)Cl (diphenylphosphoryl chloride), [N+](=O)([O-])C1=CC=C(COC(=O)C2C([C@@H]([C@H]3N2C([C@@H]3[C@@H](C)O)=O)C)=O)C=C1 ((1R, 5R, 6S)-6-[(1R)-1-Hydroxyethyl]-1-methyl-2- oxocarbapenam-3-carboxylic acid 4-nitrobenzyl ester), CN1C(C[C@H](C1)S)=S ((4R)-N-methyl-4- mercaptopyrrolidine-2-thione), C(C)(C)N(CC)C(C)C (diisopropylethylamine), P(=O)([O-])([O-])[O-] (phosphate). Solvent: C(C)#N (acetonitrile), C(C)#N (acetonitrile). Reaction conditions: time 30 minute. Yields the product [N+](=O)([O-])C1=CC=C(COC(=O)C2=C([C@@H]([C@H]3N2C([C@@H]3[C@@H](C)O)=O)C)S[C@@H]3CC(N(C3)C)=S)C=C1 ((1R, 5S, 6S)-2-[(4R)-N-methyl- pyrrolidine-2-thion-4-ylthio]-6-[(1R)-1-hydroxyethyl]-1-methylcarbapen -2-em-3-carboxylic acid 4-nitrobenzyl ester). Isolated yield 68.7%. As a reaction SMILES: [N+:1]([C:4]1[CH:26]=[CH:25][C:7]([CH2:8][O:9][C:10]([CH:12]2[N:16]3[C:17](=[O:22])[C@H:18]([C@H:19]([OH:21])[CH3:20])[C@H:15]3[C@@H:14]([CH3:23])[C:13]2=O)=[O:11])=[CH:6][CH:5]=1)([O-:3])=[O:2].C(N(C(C)C)CC)(C)C.C1(P(Cl)(C2C=CC=CC=2)=O)C=CC=CC=1.[CH3:51][N:52]1[CH2:56][C@H:55]([SH:57])[CH2:54][C:53]1=[S:58].P([O-])([O-])([O-])=O>C(#N)C>[N+:1]([C:4]1[CH:5]=[CH:6][C:7]([CH2:8][O:9][C:10]([C:12]2[N:16]3[C:17](=[O:22])[C@H:18]([C@H:19]([OH:21])[CH3:20])[C@H:15]3[C@@H:14]([CH3:23])[C:13]=2[S:57][C@H:55]2[CH2:56][N:52]([CH3:51])[C:53](=[S:58])[CH2:54]2)=[O:11])=[CH:25][CH:26]=1)([O-:3])=[O:2]. Procedure: (1R, 5R, 6S)-6-[(1R)-1-Hydroxyethyl]-1-methyl-2- oxocarbapenam-3-carboxylic acid 4-nitrobenzyl ester (25.2 g) is dissolved in anhydrous acetonitrile (173 ml), and thereto are added dropwise diisopropylethylamine (13 ml) and diphenylphosphoryl chloride (15.5 ml) in this order under nitrogen gas below 0° C. After stirring the mixture at the same temperature for 30 minutes, a solution of (4R)-N-methyl-4- mercaptopyrrolidine-2-thione (13 g) and diisopropylethylamine (11.5 g) in anhydrous acetonitril... Starting materials: COC(=O)C12CC3CC(C1)CC(c1ccc([N+](=O)[O-])cc1)(C3)C2, COC(=O)C1CCC(c2ccc(N)cc2)C1. Yields the product COC(=O)C12CC3CC(C1)CC(c1ccc(N)cc1)(C3)C2. RXN SMILES: [N+:1]([O-:2])(=[O:3])[c:4]1[cH:5][cH:6][c:7]([C:10]23[CH2:11][C:12]4([C:20](=[O:21])[O:22][CH3:23])[CH2:13][CH:14]([CH2:15][CH:16]([CH2:17]2)[CH2:18]4)[CH2:19]3)[cH:8][cH:9]1.[NH2:24][c:25]1[cH:26][cH:27][c:28]([CH:29]2[CH2:30][CH2:31][CH:32]([C:33]([O:34][CH3:35])=[O:36])[CH2:37]2)[cH:38][cH:39]1>>[NH2:1][c:4]1[cH:5][cH:6][c:7]([C:10]23[CH2:11][C:12]4([C:20](=[O:21])[O:22][CH3:23])[CH2:13][CH:14]([CH2:15][CH:16]([CH2:17]2)[CH2:18]4)[CH2:19]3)[cH:8][cH:9]1. Reactants: OC=1C=C(C(=O)OC)C=C(C1O)O (methyl 3,4,5-trihydroxybenzoate), CS(=O)C (dimethyl sulfoxide), CS(=O)C (dimethyl sulfoxide), C([O-])([O-])=O.[K+].[K+] (Potassium Carbonate), BrCCF (1-bromo-2-fluoroethane). Reagents/catalysts: [I-].[K+] (potassium iodide). The solvent is O (water). Reaction conditions: time 18 hour. The product is FCCOC1=C(C=C(C(=O)OC)C=C1O)O (Methyl 4-(2-Fluoroethoxy)3,5-dihydroxybenzoate). Yield: 18.1%. Reaction SMILES: [OH:1][C:2]1[CH:3]=[C:4]([CH:9]=[C:10]([OH:13])[C:11]=1[OH:12])[C:5]([O:7][CH3:8])=[O:6].CS(C)=O.C(=O)([O-])[O-].[K+].[K+].Br[CH2:25][CH2:26][F:27]>[I-].[K+].O>[F:27][CH2:26][CH2:25][O:12][C:11]1[C:2]([OH:1])=[CH:3][C:4]([C:5]([O:7][CH3:8])=[O:6])=[CH:9][C:10]=1[OH:13] |f:2.3.4,6.7|. Procedure: To a 100 mL round bottom flask was added methyl 3,4,5-trihydroxybenzoate (7.00 g, 88.0 mmol) followed by 25 mL of dimethyl sulfoxide. Potassium Carbonate (7.88 g, 57.0 mmol), potassium iodide (31.6 mg, 0.19 mmol) and 1-bromo-2-fluoroethane (5.79 g, 45.6 mmol) were successively added followed by 25 mL more of dimethyl sulfoxide. The reaction mixture was stirred for 18 h after which it was diluted by adding water (100 mL). The mixture was poured into a separatory funnel and extracted with DCM (3×4... Starting materials: N1C=C(C=C1)CC(=O)O ((1H-pyrrol-3-yl)-acetic acid), C(C1=CC=CC=C1)[C@H]1CN(CCN1)C1=CC(=C(C=C1)OC)OC1CCC1 (3(S)-benzyl-1-(3-cyclobutoxy-4-methoxy-phenyl)-piperazine), C(C1=CC=CC=C1)[C@H]1CN(CCN1)C1=CC(=C(C=C1)OC)OC1CCC1 (3(S)-benzyl-1-(3-cyclobutoxy-4-methoxy-phenyl)-piperazine). The product is C(C1=CC=CC=C1)[C@@H]1N(CCN(C1)C1=CC(=C(C=C1)OC)OC1CCC1)C(CC1=CNC=C1)=O ((S)-1-(2-benzyl-4-(3-cyclobutoxy-4-methoxyphenyl)piperazin-1-yl)-2-(1H-pyrrol-3-yl)ethanone). RXN SMILES: [NH:1]1[CH:5]=[CH:4][C:3]([CH2:6][C:7]([OH:9])=O)=[CH:2]1.[CH2:10]([C@@H:17]1[NH:22][CH2:21][CH2:20][N:19]([C:23]2[CH:28]=[CH:27][C:26]([O:29][CH3:30])=[C:25]([O:31][CH:32]3[CH2:35][CH2:34][CH2:33]3)[CH:24]=2)[CH2:18]1)[C:11]1[CH:16]=[CH:15][CH:14]=[CH:13][CH:12]=1>>[CH2:10]([C@H:17]1[CH2:18][N:19]([C:23]2[CH:28]=[CH:27][C:26]([O:29][CH3:30])=[C:25]([O:31][CH:32]3[CH2:35][CH2:34][CH2:33]3)[CH:24]=2)[CH2:20][CH2:21][N:22]1[C:7](=[O:9])[CH2:6][C:3]1[CH:4]=[CH:5][NH:1][CH:2]=1)[C:11]1[CH:12]=[CH:13][CH:14]=[CH:15][CH:16]=1. Reported procedure: Prepared by the method outlined for Example 189 using (1H-pyrrol-3-yl)-acetic acid and 3(S)-benzyl-1-(3-cyclobutoxy-4-methoxy-phenyl)-piperazine (Example 7, Compound 95) as starting materials. Product as an oil. LC/MS (Method B) 2.66 min, [M+1]+ 460. Potency class ND. Starting materials: Intermediate 274A, C(CCC)N(C(=O)C=1N=C(NC1)C1=C(C=C(C(=O)OC)C=C1)C(=O)OCC1=CC=CC=C1)CCCC (3-benzyl 1-methyl 4-(4-(dibutylcarbamoyl)-1H-imidazol-2-yl)isophthalate), BrCCOC (bromoethylmethylether). The product is C(CCC)N(C(=O)C=1N=C(N(C1)CCOC)C1=C(C=C(C(=O)OC)C=C1)C(=O)OCC1=CC=CC=C1)CCCC (3-Benzyl 1-methyl 4-(4-(dibutylcarbamoyl)-1-(2-methoxyethyl)-1H-imidazol-2-yl)isophthalate). Yield: 79.0%. Reaction SMILES: [CH2:1]([N:5]([CH2:33][CH2:34][CH2:35][CH3:36])[C:6]([C:8]1[N:9]=[C:10]([C:13]2[CH:22]=[CH:21][C:16]([C:17]([O:19][CH3:20])=[O:18])=[CH:15][C:14]=2[C:23]([O:25][CH2:26][C:27]2[CH:32]=[CH:31][CH:30]=[CH:29][CH:28]=2)=[O:24])[NH:11][CH:12]=1)=[O:7])[CH2:2][CH2:3][CH3:4].Br[CH2:38][CH2:39][O:40][CH3:41]>>[CH2:33]([N:5]([CH2:1][CH2:2][CH2:3][CH3:4])[C:6]([C:8]1[N:9]=[C:10]([C:13]2[CH:22]=[CH:21][C:16]([C:17]([O:19][CH3:20])=[O:18])=[CH:15][C:14]=2[C:23]([O:25][CH2:26][C:27]2[CH:28]=[CH:29][CH:30]=[CH:31][CH:32]=2)=[O:24])[N:11]([CH2:38][CH2:39][O:40][CH3:41])[CH:12]=1)=[O:7])[CH2:34][CH2:35][CH3:36]. Procedure: Following a procedure analogous to that for the synthesis of Intermediate 274A, 3-benzyl 1-methyl 4-(4-(dibutylcarbamoyl)-1H-imidazol-2-yl)isophthalate (200 mg, 0.40 mmol) and bromoethylmethylether (68 mg, 0.38 mmol) were converted to the title compound (165 mg, 74%). 1H NMR (CDCl3) δ 8.67 (d, J=1.6 Hz, 1H), 8.23 (dd, J=8.0, 2.0 Hz, 1H), 7.61 (s, 1H), 7.53 (d, J=8.0 Hz, 1H), 7.35-7.32 (m, 3H), 7.25-7.23 (m, 2H), 5.14 (s, 2H), 3.97 (s, 3H), 3.92-3.85 (m, 2H), 3.67 (t, J=5.4 Hz, 2H), 3.45-3.41 (m,... The reactants are CC(C)(C)OC(=O)N1CCNCC1, O=C([O-])[O-], [I-], [K+], [K+], [Na+], CN(C)C=O, O=S(=O)(c1ccccc1)c1ccc2c(c1)OCCC2Cl. The product is CC(C)(C)OC(=O)N1CCN(C2CCOc3cc(S(=O)(=O)c4ccccc4)ccc32)CC1. Reaction SMILES: [C:21](=[O:22])([O:23][C:24]([CH3:25])([CH3:26])[CH3:27])[N:28]1[CH2:29][CH2:30][NH:31][CH2:32][CH2:33]1.[C:36](=[O:37])([O-:38])[O-:39].[I-:35].[K+:40].[K+:41].[Na+:34].[O:42]=[CH:43][N:44]([CH3:45])[CH3:46].[c:1]1([S:7](=[O:8])(=[O:9])[c:10]2[cH:11][cH:12][c:13]3[c:18]([cH:19]2)[O:17][CH2:16][CH2:15][CH:14]3[Cl:20])[cH:2][cH:3][cH:4][cH:5][cH:6]1>>[c:1]1([S:7](=[O:8])(=[O:9])[c:10]2[cH:11][cH:12][c:13]3[c:18]([cH:19]2)[O:17][CH2:16][CH2:15][CH:14]3[N:31]2[CH2:30][CH2:29][N:28]([C:21](=[O:22])[O:23][C:24]([CH3:25])([CH3:26])[CH3:27])[CH2:33][CH2:32]2)[cH:2][cH:3][cH:4][cH:5][cH:6]1. The reactants are C1(=CC=CC=C1)O (phenol), B(F)(F)F (BF3), C1C=CC2C1C3CC2C=C3 (dicyclopentadiene), C=CC(C)=C.C1=CC=CC1 (cyclopentadiene isoprene), C10 hydrocarbon, hydrocarbon. Solvent: C(Cl)(Cl)(Cl)Cl (carbon tetrachloride). Conditions: temperature 55 celsius. The product is C1C=CC2C1[C@H]3C[C@@H]2C=C3 (DCPD). RXN SMILES: C1(O)C=CC=CC=1.B(F)(F)F.[CH2:12]1[CH:16]2[CH:17]3[CH:21]=[CH:20][CH:19]([CH:15]2[CH:14]=[CH:13]1)[CH2:18]3.C=CC(=C)C.C1CC=CC=1>C(Cl)(Cl)(Cl)Cl>[CH2:12]1[CH:16]2[C@@H:17]3[CH:21]=[CH:20][C@H:19]([CH:15]2[CH:14]=[CH:13]1)[CH2:18]3 |f:3.4|. Procedure: To a reactor equipped as in Example 1-A were added 2823 gms (30 moles) of phenol and 16.1 gms of BF3 etherate in 20 gms of carbon tetrachloride. The mass was heated to 55° C. and 1201.2 gms (9.09 moles) of a 99.9% reactive C10 hydrocarbon stream consisting mainly of dicyclopentadiene and cyclopentadiene isoprene codimers was added over a 4 hour (14400 s) period. The temperature of the reaction mass was 80° C. after the hydrocarbon addition period. The reactor was heated to 150° C. over a 7 hour ... Isolated yield 77.7%. RXN SMILES: [CH3:1][N:2]([CH3:24])[CH2:3][CH2:4][N:5]1[C:21](=[O:22])[C:20]2[C:19]3[C:18]4[C:13](=[CH:14][CH:15]=[C:16]([Cl:23])[CH:17]=4)[NH:12][C:11]=3[CH:10]=[CH:9][C:8]=2[C:6]1=[O:7].[CH3:25][I:26]>CN(C)C=O>[I-:26].[CH3:1][N+:2]([CH3:25])([CH3:24])[CH2:3][CH2:4][N:5]1[C:21](=[O:22])[C:20]2[C:19]3[C:18]4[C:13](=[CH:14][CH:15]=[C:16]([Cl:23])[CH:17]=4)[NH:12][C:11]=3[CH:10]=[CH:9][C:8]=2[C:6]1=[O:7] |f:3.4|. Yields the product [I-].C[N+](CCN1C(=O)C=2C=CC=3NC4=CC=C(C=C4C3C2C1=O)Cl)(C)C (N-(2-tri methylammonioethyl)-6-chlorocarbazole-3,4-dicarboximide iodide). Reported procedure: In 10 ml of N,N-dimethylformamide was dissolved 200 mg of N-(2-dimethylaminoethyl)-6-chlorocarbazole-3,4-dicarboximide. Thereto was added 830 mg of methyl iodide. The mixture was stirred at room temperature for 2 hours. The resulting crystals were collected by filtration, washed with ethyl acetate, and dried to obtain 220 mg (yield: 78%) of N-(2-tri methylammonioethyl)-6-chlorocarbazole-3,4-dicarboximide iodide as yellow crystals. Reactants: CN(CCN1C(=O)C=2C=CC=3NC4=CC=C(C=C4C3C2C1=O)Cl)C (N-(2-dimethylaminoethyl)-6-chlorocarbazole-3,4-dicarboximide), CI (methyl iodide). Reaction conditions: time 2 hour. Solvent: CN(C=O)C (N,N-dimethylformamide). The reactants are ICI (diiodomethane), C(C)[Zn]CC (diethylzinc), Cl.C1(=CC=CC=C1)C1(CCNCC1)COC(CO)C1=CC(=CC(=C1)C(F)(F)F)C(F)(F)F (4-Phenyl-4-((1-(3,5-bis(trifluoromethyl)phenyl)-2-hydroxyethoxy) methyl)piperidine Hydrochloride). The solvent is C(C)(=O)OCC (ethyl acetate), CCOCC (ether), Cl.CCOCC (HCl ether). Conditions: temperature 0 celsius. Yields the product Cl.C1(=CC=CC=C1)C1(CCNCC1)COC1(CC1)C1=CC(=CC(=C1)C(F)(F)F)C(F)(F)F (4-Phenyl-4-[(1-(3,5-bis(trifluoromethyl)phenyl)cyclopropyloxy)methyl]piperidine Hydrochloride). Reaction SMILES: [ClH:1].[C:2]1([C:8]2([CH2:14][O:15][CH:16]([C:19]3[CH:24]=[C:23]([C:25]([F:28])([F:27])[F:26])[CH:22]=[C:21]([C:29]([F:32])([F:31])[F:30])[CH:20]=3)[CH2:17]O)[CH2:13][CH2:12][NH:11][CH2:10][CH2:9]2)[CH:7]=[CH:6][CH:5]=[CH:4][CH:3]=1.[CH2:33]([Zn]CC)C.ICI>CCOCC.C(OCC)(=O)C.Cl.CCOCC>[ClH:1].[C:2]1([C:8]2([CH2:14][O:15][C:16]3([C:19]4[CH:20]=[C:21]([C:29]([F:31])([F:30])[F:32])[CH:22]=[C:23]([C:25]([F:28])([F:27])[F:26])[CH:24]=4)[CH2:17][CH2:33]3)[CH2:9][CH2:10][NH:11][CH2:12][CH2:13]2)[CH:3]=[CH:4][CH:5]=[CH:6][CH:7]=1 |f:0.1,6.7,8.9|. Reported procedure: The compound of Example 1 (c) (0.500 g, 0.922 mmol) was dissolved in anhydrous ether (10 ml) and diethylzinc (1.0M solution in hexanes, 1.84 ml, 1.84 mmol) was added. The solution was cooled to 0° C. and diiodomethane (0.15 ml 1.84 mmol) was added. The reaction was diluted with ethyl acetate (50 ml) and washed with saturated aqueous ammonium chloride solution. The organic layer was dried over (MgSO4) and evaporated. The residue was purified by chromatography on silica eluting with 5% ethyl aceta...